This data is from the Open Reaction Database (ORD), a public repository of structured organic reaction records. The task is: describe an organic reaction: reactants, conditions, products, and yield Starting materials: CC(=O)c1cc(NC(=O)OCc2ccccc2)c(=O)n2c1CCC2C(=O)NCc1ccc(C(=N)NC(=O)OC(C)(C)C)cc1, ClCCl, O=C(O)C(F)(F)F. Yields the product CC(=O)c1cc(NC(=O)OCc2ccccc2)c(=O)n2c1CCC2C(=O)NCc1ccc(C(=N)N)cc1. As a reaction SMILES: [CH2:1]([c:2]1[cH:3][cH:4][cH:5][cH:6][cH:7]1)[O:8][C:9]([NH:10][c:11]1[c:12](=[O:43])[n:13]2[c:17]([c:18]([C:20]([CH3:21])=[O:22])[cH:19]1)[CH2:16][CH2:15][CH:14]2[C:23]([NH:24][CH2:25][c:26]1[cH:27][cH:28][c:29]([C:32](=[NH:33])[NH:34][C:35]([O:36][C:37]([CH3:38])([CH3:39])[CH3:40])=[O:41])[cH:30][cH:31]1)=[O:42])=[O:44].[Cl:52][CH2:53][Cl:54].[F:45][C:46]([F:47])([F:48])[C:49]([OH:50])=[O:51]>>[CH2:1]([c:2]1[cH:3][cH:4][cH:5][cH:6][cH:7]1)[O:8][C:9]([NH:10][c:11]1[c:12](=[O:43])[n:13]2[c:17]([c:18]([C:20]([CH3:21])=[O:22])[cH:19]1)[CH2:16][CH2:15][CH:14]2[C:23]([NH:24][CH2:25][c:26]1[cH:27][cH:28][c:29]([C:32](=[NH:33])[NH2:34])[cH:30][cH:31]1)=[O:42])=[O:44].